Dataset: the Open Reaction Database (ORD), a public repository of structured organic reaction records. Task: describe an organic reaction: reactants, conditions, products, and yield Starting materials: C(C)N(C1=C(C=CC=C1)[C@H]1CC=2C=CC(=CC2CC1)OC(C(C)(C)C)=O)C(C1=CC=C(C=C1)O)=O (pivalic acid (R)-6-{2-[ethyl(4-hydroxybenzoyl)amino]phenyl}-5,6,7,8-tetrahydronaphthalen-2-yl ester), ClCC(=O)N1CCCC1 (2-chloro-1-pyrrolidin-1-ylethanone). Product: C(C)N(C1=C(C=CC=C1)[C@H]1CC=2C=CC(=CC2CC1)O)CC1=CC=C(C=C1)OCCN1CCCC1 ((R)-6-{2-{Ethyl[4-(2-pyrrolidin-1-ylethoxy)benzyl]amino}phenyl}-5,6,7,8-tetrahydronaphthalen-2-ol). Isolated yield 47.3%. RXN SMILES: [CH2:1]([N:3]([C:27](=O)[C:28]1[CH:33]=[CH:32][C:31]([OH:34])=[CH:30][CH:29]=1)[C:4]1[CH:9]=[CH:8][CH:7]=[CH:6][C:5]=1[C@@H:10]1[CH2:19][CH2:18][C:17]2[CH:16]=[C:15]([O:20]C(=O)C(C)(C)C)[CH:14]=[CH:13][C:12]=2[CH2:11]1)[CH3:2].Cl[CH2:37][C:38]([N:40]1[CH2:44][CH2:43][CH2:42][CH2:41]1)=O>>[CH2:1]([N:3]([CH2:27][C:28]1[CH:33]=[CH:32][C:31]([O:34][CH2:37][CH2:38][N:40]2[CH2:44][CH2:43][CH2:42][CH2:41]2)=[CH:30][CH:29]=1)[C:4]1[CH:9]=[CH:8][CH:7]=[CH:6][C:5]=1[C@@H:10]1[CH2:19][CH2:18][C:17]2[CH:16]=[C:15]([OH:20])[CH:14]=[CH:13][C:12]=2[CH2:11]1)[CH3:2]. Procedure: Synthesized from pivalic acid (R)-6-{2-[ethyl(4-hydroxybenzoyl)amino]phenyl}-5,6,7,8-tetrahydronaphthalen-2-yl ester (18 mg) and 2-chloro-1-pyrrolidin-1-ylethanone (11 mg) according to an analogous synthetic method to Example 404 and purified by LC-MS, the title compound (8.5 mg) was obtained.